Dataset: the Open Reaction Database (ORD), a public repository of structured organic reaction records. Task: describe an organic reaction: reactants, conditions, products, and yield The reactants are C(C)C1=C(C=CC(=C1)C#N)N=C=S (2-Ethyl-4-cyanophenyl isothiocyanate), [Cl-].ClC1=CC=C(C=C1)C[C@@H](CCl)[NH2+]CC(C)C (N-((1S)-1-(4-chlorophenylmethyl)-2-chloroethyl)-N isobutylammonium chloride). Yields the product Cl.C(C)C1=C(C=CC(=C1)C#N)N=C1SC[C@@H](N1CC(C)C)CC1=CC=C(C=C1)Cl ((4S)-2-(2-ethyl-4-cyanophenylimino)-4-(4-chlorophenylmethyl)-3-isobutyl-1,3-thiazolidine HCl salt). RXN SMILES: [CH2:1]([C:3]1[CH:8]=[C:7]([C:9]#[N:10])[CH:6]=[CH:5][C:4]=1[N:11]=[C:12]=[S:13])[CH3:2].[Cl-].[Cl:15][C:16]1[CH:21]=[CH:20][C:19]([CH2:22][C@H:23]([NH2+:26][CH2:27][CH:28]([CH3:30])[CH3:29])[CH2:24]Cl)=[CH:18][CH:17]=1>>[ClH:15].[CH2:1]([C:3]1[CH:8]=[C:7]([C:9]#[N:10])[CH:6]=[CH:5][C:4]=1[N:11]=[C:12]1[N:26]([CH2:27][CH:28]([CH3:29])[CH3:30])[C@@H:23]([CH2:22][C:19]2[CH:18]=[CH:17][C:16]([Cl:15])=[CH:21][CH:20]=2)[CH2:24][S:13]1)[CH3:2] |f:1.2,3.4|. Procedure: (1S)-1-(4-Chlorophenylmethyl)-2-hydroxyethylamine was made from (L)-4-chlorophenylalanine methyl ester as described in Method B1b. The 2-hydroxyethylamine was converted to (4S)-2-isopropyl-4-(4-chlorophenylmethyl)-1,3-oxazolidine according to Method B4c, Step 1. The oxazolidine was reduced to N-((1S)-1-(4-chlorophenylmethyl)-2-hydroxyethyl)-N-isobutylamine according to Method B4c, Step 2. The resulting 2-Hydroxyethylamine was treated with SOCl2 according to Method B7c to give N-((1S)-1-(4-chloro... Starting materials: CO, COC(=O)c1cc(S(=O)(=O)Nc2ccc(SCc3ccc(C(F)(F)F)cc3)cc2)ccc1C, [Na+], [OH-]. Product: Cc1ccc(S(=O)(=O)Nc2ccc(SCc3ccc(C(F)(F)F)cc3)cc2)cc1C(=O)O. As a reaction SMILES: [CH3:36][OH:37].[CH3:3][O:4][C:5]([c:6]1[c:7]([CH3:34])[cH:8][cH:9][c:10]([S:12]([NH:13][c:14]2[cH:15][cH:16][c:17]([S:20][CH2:21][c:22]3[cH:23][cH:24][c:25]([C:28]([F:29])([F:30])[F:31])[cH:26][cH:27]3)[cH:18][cH:19]2)(=[O:32])=[O:33])[cH:11]1)=[O:35].[Na+:2].[OH-:1]>>[O:4]=[C:5]([c:6]1[c:7]([CH3:34])[cH:8][cH:9][c:10]([S:12]([NH:13][c:14]2[cH:15][cH:16][c:17]([S:20][CH2:21][c:22]3[cH:23][cH:24][c:25]([C:28]([F:29])([F:30])[F:31])[cH:26][cH:27]3)[cH:18][cH:19]2)(=[O:32])=[O:33])[cH:11]1)[OH:35]. Reported procedure: 20.76 g of ethyl 5-i-propyl-isoxazole-3-carboxylate was dissolved in 200 ml of ethanol, and 4.20 g of sodium borohydride was then added. The mixture was stirred at room temperature for 10 hours. After 50 ml of water was added, the reaction mixture was concentrated to 50 ml under reduced pressure. The concentrated solution was extracted with ethyl acetate. The organic layer was dried over anhydrous magnesium sulfate, filtered and then concentrated under reduced pressure. The residue was subjected... Run at time 10 hour. Yields the product C(C)(C)C1=CC(=NO1)CO ((5-i-propyl-isoxazol-3-yl)methanol). Reactants: [BH4-].[Na+] (sodium borohydride), C(C)(C)C1=CC(=NO1)C(=O)OCC (ethyl 5-i-propyl-isoxazole-3-carboxylate), O (water). As a reaction SMILES: [CH:1]([C:4]1[O:8][N:7]=[C:6]([C:9](OCC)=[O:10])[CH:5]=1)([CH3:3])[CH3:2].[BH4-].[Na+].O>C(O)C>[CH:1]([C:4]1[O:8][N:7]=[C:6]([CH2:9][OH:10])[CH:5]=1)([CH3:3])[CH3:2] |f:1.2|. The solvent is C(C)O (ethanol). The yield is 94.6%. Yields the product ClC=1C2=C(N=CN1)SC1=C2CCC(C1)C(=O)N(CCOC)CC ((RS)-4-Chloro-N-ethyl-N-(2-methoxyethyl)-5,6,7,8-tetrahydro[1]benzothieno[2,3-d]pyrimidine-7-carboxamide). Procedure details: 300 mg (1.12 mol) (RS)-4-chloro-5,6,7,8-tetrahydro[1]benzothieno[2,3-d]pyrimidine-7-carboxylic acid (prepared according to intermediate example 31b) were transformed in analogy to example 3 using N-ethyl-2-methoxyethanamine to give after working up and purification 317 mg (80%) of the title compound. As a reaction SMILES: [Cl:1][C:2]1[C:3]2[C:10]3[CH2:11][CH2:12][CH:13]([C:15]([OH:17])=O)[CH2:14][C:9]=3[S:8][C:4]=2[N:5]=[CH:6][N:7]=1.[CH2:18]([NH:20][CH2:21][CH2:22][O:23][CH3:24])[CH3:19]>>[Cl:1][C:2]1[C:3]2[C:10]3[CH2:11][CH2:12][CH:13]([C:15]([N:20]([CH2:18][CH3:19])[CH2:21][CH2:22][O:23][CH3:24])=[O:17])[CH2:14][C:9]=3[S:8][C:4]=2[N:5]=[CH:6][N:7]=1. Reactants: ClC=1C2=C(N=CN1)SC1=C2CCC(C1)C(=O)O ((RS)-4-Chloro-5,6,7,8-tetrahydro[1]benzothieno[2,3-d]pyrimidine-7-carboxylic acid), C(C)NCCOC (N-ethyl-2-methoxyethanamine).